This data is from the Open Reaction Database (ORD), a public repository of structured organic reaction records. The task is: describe an organic reaction: reactants, conditions, products, and yield Reaction SMILES: [C:1]([CH3:2])([CH3:3])([CH3:4])[c:5]1[s:6][c:7]2[c:8]([n:9]1)[cH:10][c:11]([Cl:17])[c:12]([N+:14](=[O:15])[O-:16])[cH:13]2.[CH3:18][N:19]([P:20](=[O:21])([N:22]([CH3:23])[CH3:24])[N:25]([CH3:26])[CH3:27])[CH3:28]>>[C:1]([CH3:2])([CH3:3])([CH3:4])[c:5]1[s:6][c:7]2[c:8]([n:9]1)[cH:10][c:11]([N:19]([CH3:18])[CH3:28])[c:12]([N+:14](=[O:15])[O-:16])[cH:13]2. The product is CN(C)c1cc2nc(C(C)(C)C)sc2cc1[N+](=O)[O-]. Reactants: CC(C)(C)c1nc2cc(Cl)c([N+](=O)[O-])cc2s1, CN(C)P(=O)(N(C)C)N(C)C. Starting materials: COC(=O)C(C)(SC)c1ccc(CC(C)C)cc1, CO, [K+], [OH-], O. Yields the product CSC(C)(C(=O)O)c1ccc(CC(C)C)cc1. RXN SMILES: [CH2:3]([CH:4]([CH3:5])[CH3:6])[c:7]1[cH:8][cH:9][c:10]([C:13]([C:14](=[O:15])[O:16][CH3:17])([CH3:18])[S:19][CH3:20])[cH:11][cH:12]1.[CH3:1][OH:2].[K+:22].[OH-:21].[OH2:23]>>[CH2:3]([CH:4]([CH3:5])[CH3:6])[c:7]1[cH:8][cH:9][c:10]([C:13]([C:14](=[O:15])[OH:16])([CH3:18])[S:19][CH3:20])[cH:11][cH:12]1.